From a dataset of the Open Reaction Database (ORD), a public repository of structured organic reaction records. describe an organic reaction: reactants, conditions, products, and yield Reactants: ClC1=C(C=C(OC=2C=C(N)C=CC2)C=C1)CC (3-(4-chloro-3-ethylphenoxy)aniline), FC(C1CO1)(F)F (3,3,3-trifluoro-1,2-epoxypropane). Run at temperature 90 celsius. Yields the product ClC1=C(C=C(OC=2C=C(C=CC2)N(CC(C(F)(F)F)O)CC2CCCCC2)C=C1)CC (3-[[3-(4-chloro-3-ethylphenoxy)phenyl][3-cyclohexylmethyl]amino]-1,1,1-trifluoro-2-propanol). Yield: 55.7%. Reaction SMILES: [Cl:1][C:2]1[CH:15]=[CH:14][C:5]([O:6][C:7]2[CH:8]=[C:9]([CH:11]=[CH:12][CH:13]=2)[NH2:10])=[CH:4][C:3]=1[CH2:16][CH3:17].[F:18][C:19]([F:24])([F:23])[CH:20]1[O:22][CH2:21]1>>[Cl:1][C:2]1[CH:15]=[CH:14][C:5]([O:6][C:7]2[CH:8]=[C:9]([N:10]([CH2:16][CH:3]3[CH2:4][CH2:5][CH2:14][CH2:15][CH2:2]3)[CH2:21][CH:20]([OH:22])[C:19]([F:24])([F:23])[F:18])[CH:11]=[CH:12][CH:13]=2)=[CH:4][C:3]=1[CH2:16][CH3:17]. Procedure details: EX-18C) The 3-(4-chloro-3-ethylphenoxy)aniline (0.545 g, 0.002 mol) product from EX-18B was mixed with neat 3,3,3-trifluoro-1,2-epoxypropane (0.220 g, 0.002 mol) in a pressurized vial. The resulting mixture was heated at 90° C. for 18 h, cooled, and the excess 3,3,3-trifluoro-1,2-epoxypropane was removed in vacuo. The crude product was purified by flash column chromatography on silica gel eluting with 1:4 ethyl acetate in hexane to give 0.254 g (35%) of the desired 3-[[3-(4-chloro-3-ethyl-phenox... Starting materials: S(O)(O)(=O)=O (sulphuric acid), O1C(C(=O)[O-])C1C(=O)[O-].[Ca+2] (calcium epoxysuccinate). Solvent: C(C)(=O)O (acetic acid). Product: S(=O)(=O)([O-])[O-].[Ca+2] (calcium sulphate), O1C(C(=O)O)C1C(=O)O (epoxysuccinic acid). As a reaction SMILES: [O:1]1[CH:6]([C:7]([O-:9])=[O:8])[CH:2]1[C:3]([O-:5])=[O:4].[Ca+2:10].[S:11](=[O:15])(=[O:14])([OH:13])[OH:12]>C(O)(=O)C>[S:11]([O-:15])([O-:14])(=[O:13])=[O:12].[Ca+2:10].[O:1]1[CH:6]([C:7]([OH:9])=[O:8])[CH:2]1[C:3]([OH:5])=[O:4] |f:0.1,4.5|. Procedure details: The acid calcium epoxysuccinate obtained by the epoxidation was reacted in acetic acid with the aid of concentrated sulphuric acid to form calcium sulphate and epoxysuccinic acid. For this purpose, 50 g. of acid calcium epoxysuccinate, having a calcium content of 11.9% by weight, and 15 g. of concentrated sulphuric acid were introduced, with stirring, into 300 ml. of glacial acetic acid. The suspension was kept at 20° C. for 2 hours with stirring, and then heated to 70° C. After 2 more hours the... Starting materials: BrCCCC#N (4-bromobutyronitrile), N1CCOCC1 (morpholine), O1CCCC1 (tetrahydrofuran). Run in C(C)OCC (diethyl ether). The product is O1CCN(CC1)CCCC#N (4-morpholinobutyronitrile). The yield is 90.2%. Reaction SMILES: Br[CH2:2][CH2:3][CH2:4][C:5]#[N:6].[NH:7]1[CH2:12][CH2:11][O:10][CH2:9][CH2:8]1.O1CCCC1>C(OCC)C>[O:10]1[CH2:11][CH2:12][N:7]([CH2:2][CH2:3][CH2:4][C:5]#[N:6])[CH2:8][CH2:9]1. Procedure details: A mixture of 10.0 g of 4-bromobutyronitrile, 14.7 g of morpholine and 40 g of tetrahydrofuran was heated under reflux for 10 hours. The reaction solution was cooled, diluted with diethyl ether, filtered, and concentrated in vacuum. Purification by vacuum distillation yielded 9.4 g of 4-morpholinobutyronitrile (boiling point: 85° C./50 Pa, yield: 91%). The reactants are ClC1=C(C=CC=C1)O (2-chlorophenol), N(=O)[O-].[Na+] (sodium nitrite). The product is ClC=1C(C=CC(C1)=NO)=O (2-Chloro-1,4-benzoquinone-4-oxime). As a reaction SMILES: [Cl:1][C:2]1[CH:7]=[CH:6][CH:5]=[CH:4][C:3]=1[OH:8].[N:9]([O-])=[O:10].[Na+]>>[Cl:1][C:2]1[C:3](=[O:8])[CH:4]=[CH:5][C:6](=[N:9][OH:10])[CH:7]=1 |f:1.2|. Procedure details: 2-Chloro-1,4-benzoquinone-4-oxime was prepared by reaction of 2-chlorophenol with sodium nitrite under acidic conditions by the method described by T. Ishikawa et al. in J. Org. Chem. 1996, 61, page 2778.